This data is from the Open Reaction Database (ORD), a public repository of structured organic reaction records. The task is: describe an organic reaction: reactants, conditions, products, and yield Reactants: [H-].[Na+] (sodium hydride), BrCC1(COC(OC1)C1=NSC2=C1C=C(C=C2)N2C(N(C(=CC2=O)C(F)(F)F)C)=O)O (3-[3-[5-(bromomethyl)-5-hydroxy-m-dioxan-2-yl]-1,2-benzisothiazol-5-yl]-1-methyl-6-(trifluoromethyl)uracil), [H-].[Na+] (sodium hydride), resultant mixture, [Cl-].[NH4+] (ammonium chloride). The solvent is O1CCCC1 (tetrahydrofuran). The product is CN1C(=O)N(C(=O)C=C1C(F)(F)F)C=1C=CC2=C(C(=NS2)C2OCC3(OC3)CO2)C1 (1-Methyl-3-(3-spiro[m-dioxane-5,2′-oxiran]-2-yl-1,2-benzisothiazol-5-yl)-6-(trifluoromethyl)uracil). Yield: 16.3%. RXN SMILES: Br[CH2:2][C:3]1([OH:31])[CH2:8][O:7][CH:6]([C:9]2[C:13]3[CH:14]=[C:15]([N:18]4[C:23](=[O:24])[CH:22]=[C:21]([C:25]([F:28])([F:27])[F:26])[N:20]([CH3:29])[C:19]4=[O:30])[CH:16]=[CH:17][C:12]=3[S:11][N:10]=2)[O:5][CH2:4]1.[H-].[Na+].[Cl-].[NH4+]>O1CCCC1>[CH3:29][N:20]1[C:21]([C:25]([F:26])([F:27])[F:28])=[CH:22][C:23](=[O:24])[N:18]([C:15]2[CH:16]=[CH:17][C:12]3[S:11][N:10]=[C:9]([CH:6]4[O:7][CH2:8][C:3]5([CH2:2][O:31]5)[CH2:4][O:5]4)[C:13]=3[CH:14]=2)[C:19]1=[O:30] |f:1.2,3.4|. Reported procedure: To a mixture of 3-[3-[5-(bromomethyl)-5-hydroxy-m-dioxan-2-yl]-1,2-benzisothiazol-5-yl]-1-methyl-6-(trifluoromethyl)uracil (0.580 g, 1.11 mmol) and tetrahydrofuran at 5° C. is added sodium hydride (60% dispersion in mineral oil, 0.0400 g, 1.11 mmol). The resultant mixture is stirred overnight at ambient temperature and treated with additional sodium hydride (0.0400 g, 1.11 mmol). The mixture is poured into saturated ammonium chloride and extracted twice with diethyl ether. The combined organic e... The reactants are COc1ccc(Cn2nc3c(cc2=O)CCCO3)cc1, COc1ccccc1, O=C(O)C(F)(F)F. Yields the product O=c1cc2c(n[nH]1)OCCC2. RXN SMILES: [CH3:1][O:2][c:3]1[cH:4][cH:5][c:6]([CH2:7][n:10]2[n:11][c:12]3[c:13]([cH:14][c:15]2=[O:16])[CH2:17][CH2:18][CH2:19][O:20]3)[cH:8][cH:9]1.[CH3:21][O:22][c:23]1[cH:24][cH:25][cH:26][cH:27][cH:28]1.[F:29][C:30]([F:31])([F:32])[C:33]([OH:34])=[O:35]>>[nH:10]1[n:11][c:12]2[c:13]([cH:14][c:15]1=[O:16])[CH2:17][CH2:18][CH2:19][O:20]2. Starting materials: Compound II, CN(NC(NCC1=CC=CC2=CC=CC=C12)=O)CC(=O)O (2-(1-methyl-2-(naphthalen-1-ylmethylcarbamoyl)hydrazinyl)acetic acid), N[C@H](C(=O)N([C@H](C(OCC)OCC)C)CC=1C2=C(SC1)C=CC=C2)CC(=O)NC(C2=CC=CC=C2)(C2=CC=CC=C2)C2=CC=CC=C2 ((S)-2-amino-N1-(benzo[b]thiophen-3-ylmethyl)-N1—((S)-1,1-diethoxypropan-2-yl)-N4-tritylsuccinamide). The product is S1C2=C(C(=C1)CN(C([C@H](CC(NC(C1=CC=CC=C1)(C1=CC=CC=C1)C1=CC=CC=C1)=O)NC(CN(NC(=O)NCC1=CC=CC3=CC=CC=C13)C)=O)=O)[C@H](C(OCC)OCC)C)C=CC=C2 (1-(2-((S)-1-((benzo[b]thiophen-3-ylmethyl)((S)-1,1-diethoxypropan-2-yl)amino)-1,4-dioxo-4-(tritylamino)butan-2-ylamino)-2-oxoethyl)-1-methyl-4-(naphthalen-1-ylmethyl)semicarbazide). As a reaction SMILES: [CH3:1][N:2]([CH2:18][C:19]([OH:21])=O)[NH:3][C:4](=[O:17])[NH:5][CH2:6][C:7]1[C:16]2[C:11](=[CH:12][CH:13]=[CH:14][CH:15]=2)[CH:10]=[CH:9][CH:8]=1.[NH2:22][C@@H:23]([CH2:46][C:47]([NH:49][C:50]([C:63]1[CH:68]=[CH:67][CH:66]=[CH:65][CH:64]=1)([C:57]1[CH:62]=[CH:61][CH:60]=[CH:59][CH:58]=1)[C:51]1[CH:56]=[CH:55][CH:54]=[CH:53][CH:52]=1)=[O:48])[C:24]([N:26]([CH2:36][C:37]1[C:38]2[CH:45]=[CH:44][CH:43]=[CH:42][C:39]=2[S:40][CH:41]=1)[C@@H:27]([CH3:35])[CH:28]([O:32][CH2:33][CH3:34])[O:29][CH2:30][CH3:31])=[O:25]>>[S:40]1[CH:41]=[C:37]([CH2:36][N:26]([C@@H:27]([CH3:35])[CH:28]([O:29][CH2:30][CH3:31])[O:32][CH2:33][CH3:34])[C:24](=[O:25])[C@@H:23]([NH:22][C:19](=[O:21])[CH2:18][N:2]([CH3:1])[NH:3][C:4]([NH:5][CH2:6][C:7]2[C:16]3[C:11](=[CH:12][CH:13]=[CH:14][CH:15]=3)[CH:10]=[CH:9][CH:8]=2)=[O:17])[CH2:46][C:47](=[O:48])[NH:49][C:50]([C:51]2[CH:52]=[CH:53][CH:54]=[CH:55][CH:56]=2)([C:63]2[CH:68]=[CH:67][CH:66]=[CH:65][CH:64]=2)[C:57]2[CH:58]=[CH:59][CH:60]=[CH:61][CH:62]=2)[C:38]2[CH:45]=[CH:44][CH:43]=[CH:42][C:39]1=2. Procedure: According to the procedure described in the synthesis method of Compound II-15, 2-(1-methyl-2-(naphthalen-1-ylmethylcarbamoyl)hydrazinyl)acetic acid (Compound VI-8) 66 mg (0.23 mmol) was coupled with (S)-2-amino-N1-(benzo[b]thiophen-3-ylmethyl)-N1—((S)-1,1-diethoxypropan-2-yl)-N4-tritylsuccinamide (Compound IV-21) 100 mg (0.15 mmol) to obtain the title compound. Reactants: BrC1=CC=C(NC=2SC3=C(C(N2)=O)C=CC=N3)C=C1 (2-(4-bromoanilino)-4H-pyrido[3,2-e]-1,3-thiazin-4-one), [H-].[Li+] (lithium hydride), CI (methyl iodide). Yields the product BrC1=CC=C(C=C1)N=C1SC2=C(C(N1C)=O)C=CC=N2 (2-[(4-bromophenyl)imino]-2,3-dihydro-3-methyl-4H-pyrido[3,2-e]-1,3-thiazin-4-one). Yield: 85.7%. Reaction SMILES: [Br:1][C:2]1[CH:19]=[CH:18][C:5]([NH:6][C:7]2[S:8][C:9]3[N:17]=[CH:16][CH:15]=[CH:14][C:10]=3[C:11](=[O:13])[N:12]=2)=[CH:4][CH:3]=1.[H-].[Li+].[CH3:22]I>>[Br:1][C:2]1[CH:19]=[CH:18][C:5]([N:6]=[C:7]2[N:12]([CH3:22])[C:11](=[O:13])[C:10]3[CH:14]=[CH:15][CH:16]=[N:17][C:9]=3[S:8]2)=[CH:4][CH:3]=1 |f:1.2|. Procedure: The reaction procedure of Example 11 was followed except that 900 mg (2.69 mmol) of 2-(4-bromoanilino)-4H-pyrido[3,2-e]-1,3-thiazin-4-one, 24 mg of lithium hydride and =420 mg of methyl iodide were used. The resulting residue was then purified through silica gel column chromatography (eluant: chloroform) to obtain 803 mg of 2-[(4-bromophenyl)imino]-2,3-dihydro-3-methyl-4H-pyrido[3,2-e]-1,3-thiazin-4-one (86%, recrystallized from a mixture of ether and hexane) as a low polarity substance and 107 ...